This data is from the Open Reaction Database (ORD), a public repository of structured organic reaction records. The task is: describe an organic reaction: reactants, conditions, products, and yield The reactants are N1CCC(C(=O)OCC)CC1 (ethyl isonipecotate), ClC1=NC=C(C(=O)NC2=CC(=C(C=C2)I)C)C=C1 (6-chloro-N-(4-iodo-3-methyl-phenyl)-nicotinamide), N1CCC(C(=O)OCC)CC1 (ethyl isonipecotate), C(C)(C)N(CC)C(C)C (diisopropylethyl amine), CCOC(=O)C (EtOAc). Solvent: O1CCOCC1 (dioxane), O (water). Run at temperature 115 celsius, time 9 hour. The product is C(C)OC(=O)C1CCN(CC1)C1=NC=C(C=C1)C(NC1=CC(=C(C=C1)I)C)=O (5′-(4-Iodo-3-methyl-phenylcarbamoyl)-3,4,5,6-tetrahydro-2H-[1,2′]bipyridinyl-4-carboxylic acid ethyl ester). The yield is 45.0%. As a reaction SMILES: Cl[C:2]1[CH:18]=[CH:17][C:5]([C:6]([NH:8][C:9]2[CH:14]=[CH:13][C:12]([I:15])=[C:11]([CH3:16])[CH:10]=2)=[O:7])=[CH:4][N:3]=1.[NH:19]1[CH2:29][CH2:28][CH:22]([C:23]([O:25][CH2:26][CH3:27])=[O:24])[CH2:21][CH2:20]1.C(N(C(C)C)CC)(C)C.CCOC(C)=O>O1CCOCC1.O>[CH2:26]([O:25][C:23]([CH:22]1[CH2:28][CH2:29][N:19]([C:2]2[CH:18]=[CH:17][C:5]([C:6](=[O:7])[NH:8][C:9]3[CH:14]=[CH:13][C:12]([I:15])=[C:11]([CH3:16])[CH:10]=3)=[CH:4][N:3]=2)[CH2:20][CH2:21]1)=[O:24])[CH3:27]. Procedure: A solution of 6-chloro-N-(4-iodo-3-methyl-phenyl)-nicotinamide (500 mg, 1.34 mmol), ethyl isonipecotate (250 mg, 1.61 mmol) and diisopropylethyl amine (0.7 mL, 4.02 mmol) in dioxane (15 mL) was heated at 80° C. in a sealed tube for 18.5 h then at 95° C. for 9 h and then at 115° C. for an additional 24 h. The reaction mixture was then cooled, another portion of ethyl isonipecotate (250 mg, 1.61 mmol) was added and the mixture was stirred at 115° C. for 8 h more. The mixture was then cooled and po...